From a dataset of the Open Reaction Database (ORD), a public repository of structured organic reaction records. describe an organic reaction: reactants, conditions, products, and yield Run in C(C)(=O)O (acetic acid), O (water). Procedure details: A mixture of 3-Mesyloxy-1-methyl-1-azaspiro[4.5]decane-2,8-dione ethylene ketal (1.28 g), sodium iodide (1.8 g) and acetone (20 mL) was refluxed with stirring for 90 min. The solvent was removed in vacuo and the residue was dissolved in methylene chloride and washed with water. After drying over magnesium sulfate the solvent was removed in vacuo. The residue was dissolved in toluene (20 mL) and treated with tri-n-butyltin hydride (1.75 g) and AIBN (20 mg) and the resulting mixture was heated at ... The reactants are C1COC2(N(C3(CC2OS(=O)(=O)C)CCC(CC3)=O)C)O1 (3-Mesyloxy-1-methyl-1-azaspiro[4.5]decane-2,8-dione ethylene ketal), [I-].[Na+] (sodium iodide), CC(=O)C (acetone), Cl (HCl). Reaction SMILES: C1O[C:4]2([CH:8](OS(C)(=O)=O)[CH2:7][C:6]3([CH2:18][CH2:17][C:16](=[O:19])[CH2:15][CH2:14]3)[N:5]2[CH3:20])[O:3]C1.[I-].[Na+].CC(C)=O.Cl>C(O)(=O)C.O>[CH3:20][N:5]1[C:6]2([CH2:18][CH2:17][C:16](=[O:19])[CH2:15][CH2:14]2)[CH2:7][CH2:8][C:4]1=[O:3] |f:1.2|. Conditions: temperature 110 celsius, time 90 minute. Product: CN1C(CCC12CCC(CC2)=O)=O (1 -Methyl-1-azaspiro[4.5]decane-2,8-dione). Reactants: CN(C)CC(=O)Cl, CCN(C(C)C)C(C)C, Nc1nccn2c(C3CCNCC3)nc(I)c12, [Na+], O=C([O-])O, CN(C)C=O. Yields the product CN(C)CC(=O)N1CCC(c2nc(I)c3c(N)nccn23)CC1. As a reaction SMILES: [CH3:18][N:19]([CH3:20])[CH2:21][C:22](=[O:23])[Cl:24].[CH:25]([N:26]([CH2:27][CH3:28])[CH:29]([CH3:30])[CH3:31])([CH3:32])[CH3:33].[I:1][c:2]1[n:3][c:4]([CH:12]2[CH2:13][CH2:14][NH:15][CH2:16][CH2:17]2)[n:5]2[c:6]1[c:7]([NH2:11])[n:8][cH:9][cH:10]2.[Na+:43].[O-:39][C:40]([OH:41])=[O:42].[O:34]=[CH:35][N:36]([CH3:37])[CH3:38]>>[I:1][c:2]1[n:3][c:4]([CH:12]2[CH2:13][CH2:14][N:15]([C:22]([CH2:21][N:19]([CH3:18])[CH3:20])=[O:23])[CH2:16][CH2:17]2)[n:5]2[c:6]1[c:7]([NH2:11])[n:8][cH:9][cH:10]2. Starting materials: FC1=CC(=C(C=C1C(C)C)C1=C(C=C2C(=CCC2=C1)C)C(=O)OC)OC (methyl 6-(4-fluoro-5-isopropyl-2-methoxyphenyl)-3-methyl-1H-indene-5-carboxylate). Reagents/catalysts: [Pd] (Pd/C). Solvent: CCO (EtOH). Conditions: time 8 hour. Product: FC1=CC(=C(C=C1C(C)C)C1=C(C=C2C(CCC2=C1)C)C(=O)OC)OC (methyl 6-(4-fluoro-5-isopropyl-2-methoxyphenyl)-3-methylindane-5-carboxylate). Reaction SMILES: [F:1][C:2]1[C:7]([CH:8]([CH3:10])[CH3:9])=[CH:6][C:5]([C:11]2[CH:19]=[C:18]3[C:14]([C:15]([CH3:20])=[CH:16][CH2:17]3)=[CH:13][C:12]=2[C:21]([O:23][CH3:24])=[O:22])=[C:4]([O:25][CH3:26])[CH:3]=1>CCO.[Pd]>[F:1][C:2]1[C:7]([CH:8]([CH3:9])[CH3:10])=[CH:6][C:5]([C:11]2[CH:19]=[C:18]3[C:14]([CH:15]([CH3:20])[CH2:16][CH2:17]3)=[CH:13][C:12]=2[C:21]([O:23][CH3:24])=[O:22])=[C:4]([O:25][CH3:26])[CH:3]=1. Procedure: To a solution of methyl 6-(4-fluoro-5-isopropyl-2-methoxyphenyl)-3-methyl-1H-indene-5-carboxylate (21.5 mg, 0.061 mmol) in EtOH (2 mL), was added a catalytic amount of 10% Pd/C. The flask was stirred at room temperature under H2 overnight. The mixture was filtered through Celite. The solvent was evaporated in vacuo to give methyl 6-(4-fluoro-5-isopropyl-2-methoxyphenyl)-3-methylindane-5-carboxylate. LCMS calc.=379.2; found=378.9 (M+Na)+. 1H NMR (500 MHz, CDCl3): δ 7.72 (s, 1H); 7.18 (s, 1H); 7.1... Starting materials: [OH-].[Na+] (sodium hydroxide), 17.5, COC(=O)C=1C=CC(=CC1)O (methyl p-hydroxybenzoate), 12.6, O.O.C(C)(=O)[O-].[Zn+2].C(C)(=O)[O-] (zinc acetate dihydrate), [Na] (sodium). Solvent: O (water), O (water). Product: 19.2, CC1=C(C(=O)[O-])C=CC(=C1)O.CC1=C(C(=O)[O-])C=CC(=C1)O.[Zn+2] (zinc bis(methyl p-hydroxybenzoate)). Reaction SMILES: C[O:2][C:3]([C:5]1[CH:6]=[CH:7][C:8]([OH:11])=[CH:9][CH:10]=1)=[O:4].[OH-].[Na+].O.O.[C:16]([O-])(=O)C.[Zn+2:20].[C:21]([O-:24])(=[O:23])[CH3:22].[Na]>O>[CH3:16][C:10]1[CH:9]=[C:8]([OH:11])[CH:7]=[CH:6][C:5]=1[C:3]([O-:2])=[O:4].[CH3:5][C:6]1[CH:7]=[C:8]([OH:11])[CH:9]=[CH:10][C:22]=1[C:21]([O-:24])=[O:23].[Zn+2:20] |f:1.2,3.4.5.6.7,10.11.12,^1:24|. Reported procedure: To a suspension of 17.5 parts (0.115 mole) of methyl p-hydroxybenzoate in 40 grams of water that had been cooled to 0°-10° C. was slowly added a 50% aqueous sodium hydroxide solution until the pH of the resulting solution was 12. A solution of 12.6 parts (0.06 mole) of zinc acetate dihydrate in 200 parts of water was added to the sodium salt solution. The white precipitate that formed was separated by filtration, washed with cold water, and dried. There was obtained 19.2 parts of zinc bis(methyl... The reactants are O=C1NC2=C(CCN1C1CCN(CC1)C(=O)O[C@H](CC1=CC(=C(C(=C1)C)O)C)C(=O)O)C=CC=C2 ((R)-2-(4-hydroxy-3,5-dimethyl-phenyl)-1-carboxy-ethyl 4-(2-oxo-1,2,4,5-tetrahydro-1,3-benzodiazepin-3-yl)-piperidine-1-carboxylate), N1CCC(CC1)N1CCOCC1 (4-piperidin-4-yl-morpholine). The product is O=C1NC2=C(CCN1C1CCN(CC1)C(=O)O[C@@H](C(=O)N1CCC(CC1)N1CCOCC1)CC1=CC(=C(C(=C1)C)O)C)C=CC=C2 ((R)-1-(4-hydroxy-3,5-dimethyl-benzyl)-2-(4-morpholin-4-yl-piperidin-1-yl)-2-oxo-ethyl 4-(2-oxo-1,2,4,5-tetrahydro-1,3-benzodiazepin-3-yl)-piperidine-1-carboxylate). RXN SMILES: [O:1]=[C:2]1[N:8]([CH:9]2[CH2:14][CH2:13][N:12]([C:15]([O:17][C@@H:18]([C:29](O)=[O:30])[CH2:19][C:20]3[CH:25]=[C:24]([CH3:26])[C:23]([OH:27])=[C:22]([CH3:28])[CH:21]=3)=[O:16])[CH2:11][CH2:10]2)[CH2:7][CH2:6][C:5]2[CH:32]=[CH:33][CH:34]=[CH:35][C:4]=2[NH:3]1.[NH:36]1[CH2:41][CH2:40][CH:39]([N:42]2[CH2:47][CH2:46][O:45][CH2:44][CH2:43]2)[CH2:38][CH2:37]1>>[O:1]=[C:2]1[N:8]([CH:9]2[CH2:14][CH2:13][N:12]([C:15]([O:17][C@H:18]([CH2:19][C:20]3[CH:21]=[C:22]([CH3:28])[C:23]([OH:27])=[C:24]([CH3:26])[CH:25]=3)[C:29]([N:36]3[CH2:41][CH2:40][CH:39]([N:42]4[CH2:47][CH2:46][O:45][CH2:44][CH2:43]4)[CH2:38][CH2:37]3)=[O:30])=[O:16])[CH2:11][CH2:10]2)[CH2:7][CH2:6][C:5]2[CH:32]=[CH:33][CH:34]=[CH:35][C:4]=2[NH:3]1. Procedure: Prepared analogously to Example 1i from 70 mg (0.15 mmol) (R)-2-(4-hydroxy-3,5-dimethyl-phenyl)-1-carboxy-ethyl 4-(2-oxo-1,2,4,5-tetrahydro-1,3-benzodiazepin-3-yl)-piperidine-1-carboxylate and 25 mg (0.15 mmol) 4-piperidin-4-yl-morpholine. Reactants: NNC(=S)N (thiosemicarbazide), BrC=1SC(=CN1)[N+](=O)[O-] (2-bromo-5-nitrothiazole), NC=1SC(=CN1)[N+](=O)[O-] (2-amino-5-nitrothiazole), N(=O)[O-].[Na+] (sodium nitrite), Br (hydrogen bromide), C(C1=CC=CC=C1)(=O)Cl (benzoyl chloride). The solvent is N1=CC=CC=C1 (pyridine). The product is C1(=CC=CC=C1)C=1N=NC(N1)=S (3-Phenyl-1,2,4-triazole-5-thione), C(C1=CC=CC=C1)(=O)NNC(=S)N (benzoyl thiosemicarbazide). As a reaction SMILES: BrC1SC([N+]([O-])=O)=CN=1.NC1SC([N+]([O-])=O)=CN=1.N([O-])=O.[Na+].Br.[C:24](Cl)(=[O:31])[C:25]1[CH:30]=[CH:29][CH:28]=[CH:27][CH:26]=1.[NH2:33][NH:34][C:35]([NH2:37])=[S:36]>N1C=CC=CC=1>[C:25]1([C:24]2[N:33]=[N:34][C:35](=[S:36])[N:37]=2)[CH:30]=[CH:29][CH:28]=[CH:27][CH:26]=1.[C:24]([NH:33][NH:34][C:35]([NH2:37])=[S:36])(=[O:31])[C:25]1[CH:30]=[CH:29][CH:28]=[CH:27][CH:26]=1 |f:2.3|. Reported procedure: The key starting material 2-bromo-5-nitrothiazole was prepared by treating 2-amino-5-nitrothiazole (Aldrich) with sodium nitrite and hydrogen bromide (Fr. Demande 2,015,434, 1970). 3-Phenyl-1,2,4-triazole-5-thione (E. Hogarth, J. Chem. Soc. (1949) 1163) was prepared by first reacting benzoyl chloride with thiosemicarbazide in pyridine at 0° C. to give benzoyl thiosemicarbazide. Benzoyl thiosemicarbazide was treated with potassium hydroxide in ethanol to give 3-phenyl-1,2,4-triazole-5-thione. 3-P...